Dataset: the Open Reaction Database (ORD), a public repository of structured organic reaction records. Task: describe an organic reaction: reactants, conditions, products, and yield Reactants: ClC1=CC=C(C=C1)CNC(C1=C(C=C(C=C1OC)N1CCOCC1)F)=O (N-[(4-chlorophenyl)-methyl]-2-fluoro-6-methoxy-4-morpholin-4-yl-benzamide), B(Br)(Br)Br (boron tribromide), O (water). The solvent is ClCCl (dichloromethane). Product: ClC1=CC=C(C=C1)CNC(C1=C(C=C(C=C1O)N1CCOCC1)F)=O (N-[(4-chlorophenyl)-methyl]-2-fluoro-6-hydroxy-4-morpholin-4-yl-benzamide). Yield: 37.8%. As a reaction SMILES: [Cl:1][C:2]1[CH:7]=[CH:6][C:5]([CH2:8][NH:9][C:10](=[O:26])[C:11]2[C:16]([O:17]C)=[CH:15][C:14]([N:19]3[CH2:24][CH2:23][O:22][CH2:21][CH2:20]3)=[CH:13][C:12]=2[F:25])=[CH:4][CH:3]=1.B(Br)(Br)Br.O>ClCCl>[Cl:1][C:2]1[CH:7]=[CH:6][C:5]([CH2:8][NH:9][C:10](=[O:26])[C:11]2[C:16]([OH:17])=[CH:15][C:14]([N:19]3[CH2:20][CH2:21][O:22][CH2:23][CH2:24]3)=[CH:13][C:12]=2[F:25])=[CH:4][CH:3]=1. Reported procedure: To a solution of N-[(4-chlorophenyl)-methyl]-2-fluoro-6-methoxy-4-morpholin-4-yl-benzamide (1.3 g, 3.44 mmol) in dichloromethane (40 ml) is added neat boron tribromide (0.82 ml, 8.6 mmol) at −78° C. The temperature is raised to room temperature over a period of 2 h. The reaction mixture is poured onto cold water, extracted with dichloromethane (3×50 ml). The combined organic layers are washed with brine (30 ml), dried over sodium sulfate and evaporated to dryness. The crude product is purified b... Reactants: [OH-].[Na+] (sodium hydroxide), C(C)N1CCC(CC1)(CCC)C1=CC(=CC=C1)OC(C)C (N-ethyl-4-(3-(1-methylethoxy)phenyl)-4-n-propylpiperidine), ClC(=O)OC1=CC=CC=C1 (phenyl chloroformate). Run in C1(=CC=CC=C1)C (toluene). Reaction conditions: temperature 50 celsius. Yields the product N (ammonia), C1(=CC=CC=C1)OC(=O)N1CCC(CC1)(CCC)C1=CC(=CC=C1)OC(C)C (4-(3-(1-Methylethoxy)phenyl)-4-n-propyl-1-piperidinecarboxylic acid phenyl ester). Yield: 96.1%. Reaction SMILES: C([N:3]1[CH2:8][CH2:7][C:6]([C:12]2[CH:17]=[CH:16][CH:15]=[C:14]([O:18][CH:19]([CH3:21])[CH3:20])[CH:13]=2)([CH2:9][CH2:10][CH3:11])[CH2:5][CH2:4]1)C.Cl[C:23]([O:25][C:26]1[CH:31]=[CH:30][CH:29]=[CH:28][CH:27]=1)=[O:24].[OH-].[Na+]>C1(C)C=CC=CC=1>[NH3:3].[C:26]1([O:25][C:23]([N:3]2[CH2:4][CH2:5][C:6]([C:12]3[CH:17]=[CH:16][CH:15]=[C:14]([O:18][CH:19]([CH3:21])[CH3:20])[CH:13]=3)([CH2:9][CH2:10][CH3:11])[CH2:7][CH2:8]2)=[O:24])[CH:31]=[CH:30][CH:29]=[CH:28][CH:27]=1 |f:2.3|. Procedure: To N-ethyl-4-(3-(1-methylethoxy)phenyl)-4-n-propylpiperidine (Preparation 65, 10.9 g) in toluene (80 ml) under nitrogen at 85° C. was slowly added phenyl chloroformate (5.63 ml, 44.88 mmol) over 20 min. The mixture was then heated under reflux for 4 h. The solution was cooled to 50° C. and 5M aqueous sodium hydroxide (10 ml) was added. Once the solution had cooled to room temperature the layers were separated and the organic extract was washed with methanol:1N aqueous hydrochloric acid (1:1, 2×1... Reactants: BrCc1ccccc1, C1CCOC1, COC(=O)c1n[nH]c2ccccc12, [Cl-], [H-], [Na+], [Na+]. The product is COC(=O)c1nn(Cc2ccccc2)c2ccccc12. Reaction SMILES: [Br:16][CH2:17][c:18]1[cH:19][cH:20][cH:21][cH:22][cH:23]1.[CH2:26]1[O:27][CH2:28][CH2:29][CH2:30]1.[CH3:3][O:4][C:5](=[O:6])[c:7]1[n:8][nH:9][c:10]2[cH:11][cH:12][cH:13][cH:14][c:15]12.[Cl-:24].[H-:1].[Na+:25].[Na+:2]>>[CH3:3][O:4][C:5](=[O:6])[c:7]1[n:8][n:9]([CH2:17][c:18]2[cH:19][cH:20][cH:21][cH:22][cH:23]2)[c:10]2[cH:11][cH:12][cH:13][cH:14][c:15]12. Reactants: CC1=C2C(=CNC2=CC=C1[N+](=O)[O-])CCCO (4-methyl-5-nitro-3-(3-hydroxypropyl)indole). Reagents/catalysts: [Pd] (palladium-on-charcoal). Solvent: C(C)O (ethanol). Reaction conditions: time 0.5 hour. Yields the product CC1=C2C(=CNC2=CC=C1N)CCCO (4-Methyl-5-amino-3-(3-hydroxypropyl)indole). Isolated yield 87.9%. As a reaction SMILES: [CH3:1][C:2]1[C:10]([N+:11]([O-])=O)=[CH:9][CH:8]=[C:7]2[C:3]=1[C:4]([CH2:14][CH2:15][CH2:16][OH:17])=[CH:5][NH:6]2>C(O)C.[Pd]>[CH3:1][C:2]1[C:10]([NH2:11])=[CH:9][CH:8]=[C:7]2[C:3]=1[C:4]([CH2:14][CH2:15][CH2:16][OH:17])=[CH:5][NH:6]2. Procedure details: To a solution of 4-methyl-5-nitro-3-(3-hydroxypropyl)indole (0.365 g, 1.56 mmol) in 20 mL of absolute ethanol was added 10% palladium-on-charcoal (0.150 g) and the mixture was hydrogenated on a Parr shaker at 50 psi for 0.5 h. The mixture was then filtered through a plug of Celite, the catalyst was washed with additional ethanol and the filtrate was evaporated to give the title compound (0.280 g, 88%) as a solid. An analytical sample was crystallized from ethyl acetate to give cream-coloured nee... The reactants are COC1=CC=C(C=C1)[C@H]1C[C@H](N(C[C@@H]1OCC=1C=CC2=C(N(CCO2)CCCOC)C1)S(=O)(=O)C1=CC=C(C=C1)C)CCN (2-[(2S,4R,5R)-4-(4-methoxy-phenyl)-5-[4-(3-methoxy-propyl)-3,4-dihydro-2H-benzo[1,4]oxazin-6-ylmethoxy]-1-(toluene-4-sulfonyl)-piperidin-2-yl]-ethylamine), CC(C(=O)O)(C)C1CCOCC1 (2-methyl-2-(tetrahydro-pyran-4-yl)-propionic acid). Yields the product COC1=CC=C(C=C1)[C@H]1C[C@H](N(C[C@@H]1OCC=1C=CC2=C(N(CCO2)CCCOC)C1)S(=O)(=O)C1=CC=C(C=C1)C)CCNC(C(C)(C)C1CCOCC1)=O (N-{2-[(2S,4R,5R)-4-(4-Methoxy-phenyl)-5-[4-(3-methoxy-propyl)-3,4-dihydro-2H-benzo[1,4]oxazin-6-ylmethoxy]-1-(toluene-4-sulfonyl)-piperidin-2-yl]-ethyl}-2-(tetrahydro-pyran-4-yl)-isobutyramide). RXN SMILES: [CH3:1][O:2][C:3]1[CH:8]=[CH:7][C:6]([C@@H:9]2[C@@H:14]([O:15][CH2:16][C:17]3[CH:18]=[CH:19][C:20]4[O:25][CH2:24][CH2:23][N:22]([CH2:26][CH2:27][CH2:28][O:29][CH3:30])[C:21]=4[CH:31]=3)[CH2:13][N:12]([S:32]([C:35]3[CH:40]=[CH:39][C:38]([CH3:41])=[CH:37][CH:36]=3)(=[O:34])=[O:33])[C@H:11]([CH2:42][CH2:43][NH2:44])[CH2:10]2)=[CH:5][CH:4]=1.[CH3:45][C:46]([CH:51]1[CH2:56][CH2:55][O:54][CH2:53][CH2:52]1)([CH3:50])[C:47](O)=[O:48]>>[CH3:1][O:2][C:3]1[CH:4]=[CH:5][C:6]([C@@H:9]2[C@@H:14]([O:15][CH2:16][C:17]3[CH:18]=[CH:19][C:20]4[O:25][CH2:24][CH2:23][N:22]([CH2:26][CH2:27][CH2:28][O:29][CH3:30])[C:21]=4[CH:31]=3)[CH2:13][N:12]([S:32]([C:35]3[CH:40]=[CH:39][C:38]([CH3:41])=[CH:37][CH:36]=3)(=[O:33])=[O:34])[C@H:11]([CH2:42][CH2:43][NH:44][C:47](=[O:48])[C:46]([CH:51]3[CH2:52][CH2:53][O:54][CH2:55][CH2:56]3)([CH3:50])[CH3:45])[CH2:10]2)=[CH:7][CH:8]=1. Procedure: According to general procedure D, 100 mg of 2-[(2S,4R,5R)-4-(4-methoxy-phenyl)-5-[4-(3-methoxy-propyl)-3,4-dihydro-2H-benzo[1,4]oxazin-6-ylmethoxy]-1-(toluene-4-sulfonyl)-piperidin-2-yl]-ethylamine (from example 44b) are reacted with 2-methyl-2-(tetrahydro-pyran-4-yl)-propionic acid [16386-97-3] to afford the title compound as a yellow oil. Rf=0.40 (dichlormethane-methanol-25% ammonia conc. 200:20:1); Rt=3.87. The reactants are C1=CC=CC=C1 (benzene), C1(=CC(=CC(=C1)C)C)C (mesitylene), C1(=CC=CC=C1)C1=CC=CC=C1 (biphenyl), C1(=CC=CC=C1)O (phenol), CC1=C(C(=CC(=C1)C)C)C1=CC=CC=C1 (1,3,5-trimethyl-2-phenylbenzene), O=O (oxygen), CC1=C(C(=CC(=C1)C)C)CC1=CC(=CC(=C1)C)C (1,3,5-trimethyl-2-(3′, 5′-dimethylbenzyl)benzene). Reagents/catalysts: C(C)(=O)[O-].[Pd+2].C(C)(=O)[O-] (palladium(II) acetate). The solvent is C(C)(=O)O (acetic acid). The product is CC1=C(C(=CC(=C1)C)C)O (2,4,6-trimethylphenol). The yield is 50.0%. RXN SMILES: C1C=CC=CC=1.[C:7]1([CH3:15])[CH:12]=[C:11]([CH3:13])[CH:10]=[C:9]([CH3:14])[CH:8]=1.O=O.C1(C2C=CC=CC=2)C=CC=CC=1.CC1C=C(C)C=C(C)C=1C1C=CC=CC=1.CC1C=C(C)C=C(C)C=1CC1C=C(C)C=C(C)C=1.C1([OH:69])C=CC=CC=1>C([O-])(=O)C.[Pd+2].C([O-])(=O)C.C(O)(=O)C>[CH3:15][C:7]1[CH:12]=[C:11]([CH3:13])[CH:10]=[C:9]([CH3:14])[C:8]=1[OH:69] |f:7.8.9|. Procedure details: In a flask, 1.17 g (15 mmol) of benzene, 1.38 g (11 mmol) of mesitylene, 4.5 mg (0.02 mmol) of palladium(II) acetate, 323 mg (about 0.14 mmol) of H4PMo11V1O40-nH2O, and 10 ml of acetic acid were placed and were stirred at a constant temperature of 90° C. in an atmosphere of oxygen gas at 1 atm (0.1 MPa) for 15 hours. The resulting reaction mixture was analyzed by gas chromatography to find that 0.59 g (3.8 mmol) of biphenyl, 0.82 g (4.2 mmol) of 1,3,5-trimethyl-2-phenylbenzene, 0.85 g (3.6 mmol)... Reactants: FC=1C=C(C=CC1)C(C)=O (m-Fluoroacetophenone), ice water, [N+](=O)(O)[O-] (nitric acid). Yields the product CC(=O)C1=C(C=CC(=C1)F)[N+](=O)[O-] (5-fluoro-2-nitroacetophenone). RXN SMILES: [F:1][C:2]1[CH:3]=[C:4]([C:8](=[O:10])[CH3:9])[CH:5]=[CH:6][CH:7]=1.[N+:11]([O-])([OH:13])=[O:12]>>[CH3:9][C:8]([C:4]1[CH:3]=[C:2]([F:1])[CH:7]=[CH:6][C:5]=1[N+:11]([O-:13])=[O:12])=[O:10]. Reported procedure: m-Fluoroacetophenone (20.0 g, 0.14 mol) was cooled to below -5° C. and fuming nitric acid (100 cm3) added dropwise at such a rate that the temperature of the reaction mixture never exceeded -5° C. When the addition was complete the mixture was poured into ice/water. The precipitated yellow solid was filtered, washed with water and dried to give 5-fluoro-2-nitroacetophenone (21.4 g). Starting materials: C(C)(C)(C)OC(=O)N[C@@H](CC(C)C)C(=O)O (N-(tert-butoxycarbonyl)-L-leucine), CS(=O)(=O)C1=NC=C(C=N1)N1C[C@@H]2[C@H](C1)[C@H](CC2)N ((3aR,4S,6aS)-2-(2-(Methylsulfonyl)pyrimidin-5-yl)octahydrocyclopenta[c]pyrrol-4-amine), C(C1=CC=CC=C1)N1C[C@@H]2[C@H](C1)[C@H](CC2)N ((3aR,4S,6aS)-2-benzyloctahydrocyclopenta[c]pyrrol-4-amine). The product is CC(C[C@@H](C(=O)N[C@H]1CC[C@@H]2CN(C[C@@H]21)C=2C=NC(=NC2)S(=O)(=O)C)NC(OC(C)(C)C)=O)(C)C (tert-butyl(S)-4,4-dimethyl-1-((3aR,4S,6aS)-2-(2-(methylsulfonyl)pyrimidin-5-yl)octahydrocyclopenta[c]pyrrol-4-ylamino)-1-oxopentan-2-ylcarbamate). As a reaction SMILES: [C:1]([O:5][C:6]([NH:8][C@H:9]([C:14]([OH:16])=O)[CH2:10][CH:11]([CH3:13])[CH3:12])=[O:7])([CH3:4])([CH3:3])[CH3:2].[CH3:17][S:18]([C:21]1[N:26]=[CH:25][C:24]([N:27]2[CH2:31][C@@H:30]3[C@@H:32]([NH2:35])[CH2:33][CH2:34][C@@H:29]3[CH2:28]2)=[CH:23][N:22]=1)(=[O:20])=[O:19].[CH2:36](N1C[C@@H]2[C@@H](N)CC[C@@H]2C1)C1C=CC=CC=1>>[CH3:36][C:11]([CH3:12])([CH3:13])[CH2:10][C@H:9]([NH:8][C:6](=[O:7])[O:5][C:1]([CH3:2])([CH3:3])[CH3:4])[C:14]([NH:35][C@@H:32]1[C@@H:30]2[C@@H:29]([CH2:28][N:27]([C:24]3[CH:23]=[N:22][C:21]([S:18]([CH3:17])(=[O:19])=[O:20])=[N:26][CH:25]=3)[CH2:31]2)[CH2:34][CH2:33]1)=[O:16]. Procedure: The title compound was prepared by substituting N-(tert-butoxycarbonyl)-L-neopentylglycine for N-(tert-butoxycarbonyl)-L-leucine and (3aR,4S,6aS)-2-(2-(methylsulfonyl)pyrimidin-5-yl)octahydrocyclopenta[c]pyrrol-4-amine from Step A for (3aR,4S,6aS)-2-benzyloctahydrocyclopenta[c]pyrrol-4-amine in the procedure described in Example 221: 1H NMR (400 MHz, pyridine-d5) δ ppm 8.34 (s, 2H), 7.79 (ddd, J=3.5, 1.7, 0.7, 1H), 7.10-6.93 (m, 1H), 4.52 (td, J=8.2, 4.7, 1H), 4.27 (qd, J=7.1, 5.4, 1H), 3.90 (d,...